This data is from the Open Reaction Database (ORD), a public repository of structured organic reaction records. The task is: describe an organic reaction: reactants, conditions, products, and yield The reactants are O=P(Cl)(Cl)Cl, O=c1[nH]cnc2nc[nH]c12. Yields the product Clc1ncnc2nc[nH]c12. As a reaction SMILES: [P:11]([Cl:12])([Cl:13])([Cl:14])=[O:15].[nH:1]1[cH:2][n:3][c:4]2[n:5][cH:6][nH:7][c:8]2[c:9]1=[O:10]>>[n:1]1[cH:2][n:3][c:4]2[n:5][cH:6][nH:7][c:8]2[c:9]1[Cl:13]. Reactants: CCCOc1ccc(C(C)=O)cc1C(=O)O, CN(C)C=O, O=C(Cl)C(=O)Cl, ClCCl, CCCc1c(N)c(C(N)=O)nn1Cc1ccccn1. Product: CCCOc1ccc(C(C)=O)cc1C(=O)Nc1c(C(N)=O)nn(Cc2ccccn2)c1CCC. Reaction SMILES: [C:7]([CH3:8])(=[O:9])[c:10]1[cH:11][cH:12][c:13]([O:19][CH2:20][CH2:21][CH3:22])[c:14]([C:15](=[O:16])[OH:17])[cH:18]1.[CH3:42][N:43]([CH3:44])[CH:45]=[O:46].[Cl:1][C:2]([C:3]([Cl:4])=[O:5])=[O:6].[Cl:47][CH2:48][Cl:49].[NH2:23][c:24]1[c:25]([C:39](=[O:40])[NH2:41])[n:26][n:27]([CH2:32][c:33]2[n:34][cH:35][cH:36][cH:37][cH:38]2)[c:28]1[CH2:29][CH2:30][CH3:31]>>[C:7]([CH3:8])(=[O:9])[c:10]1[cH:11][cH:12][c:13]([O:19][CH2:20][CH2:21][CH3:22])[c:14]([C:15](=[O:17])[NH:23][c:24]2[c:25]([C:39](=[O:40])[NH2:41])[n:26][n:27]([CH2:32][c:33]3[n:34][cH:35][cH:36][cH:37][cH:38]3)[c:28]2[CH2:29][CH2:30][CH3:31])[cH:18]1. Starting materials: C(C)(C)(C)OC(=O)NC(C(=O)OCC1=CC=CC=C1)C1(CCC1)O (N-(t-Butoxycarbonyl)-α-(1-hydroxycyclobutyl)glycine, benzyl ester). The reagents and catalysts are [Pd] (palladium on charcoal). Solvent: C(C)O (ethanol). The product is C(C)(C)(C)OC(=O)NC(C(=O)O)C1(CCC1)O (N-(t-Butoxycarbonyl)-α-(1-hydroxycyclobutyl)-glycine). Isolated yield 87.5%. RXN SMILES: [C:1]([O:5][C:6]([NH:8][CH:9]([C:20]1([OH:24])[CH2:23][CH2:22][CH2:21]1)[C:10]([O:12]CC1C=CC=CC=1)=[O:11])=[O:7])([CH3:4])([CH3:3])[CH3:2]>[Pd].C(O)C>[C:1]([O:5][C:6]([NH:8][CH:9]([C:20]1([OH:24])[CH2:21][CH2:22][CH2:23]1)[C:10]([OH:12])=[O:11])=[O:7])([CH3:4])([CH3:2])[CH3:3]. Procedure details: N-(t-Butoxycarbonyl)-α-(1-hydroxycyclobutyl)glycine, benzyl ester (7.8 g, 23.3 mmoles) was hydrogenated at 1 atmosphere over 1.0 g of 10% palladium on charcoal in 150 ml of absolute ethanol for 4 hours at 25° C. The catalyst was filtered and the solvent evaporated in vacuo. Benzene was added and evaporated twice, to give 5.0 g of product as a hard foam. The reactants are CCNc1nc2c(Oc3ccccc3)nc(C)c(C)c2n1CC(C)C, CO, N. Yields the product CCNc1nc2c(N)nc(C)c(C)c2n1CC(C)C. Reaction SMILES: [CH2:1]([CH3:2])[NH:3][c:4]1[n:5]([CH2:22][CH:23]([CH3:24])[CH3:25])[c:6]2[c:7]([c:8]([O:14][c:15]3[cH:16][cH:17][cH:18][cH:19][cH:20]3)[n:9][c:10]([CH3:13])[c:11]2[CH3:12])[n:21]1.[CH3:27][OH:28].[NH3:26]>>[CH2:1]([CH3:2])[NH:3][c:4]1[n:5]([CH2:22][CH:23]([CH3:24])[CH3:25])[c:6]2[c:7]([c:8]([NH2:26])[n:9][c:10]([CH3:13])[c:11]2[CH3:12])[n:21]1. Reactants: CON(C)C(=O)c1cc(N2CCOCC2)cc2c1nc(C)n2Cc1cccc2ccccc12, C[Mg]Cl, C1CCOC1. The product is CC(=O)c1cc(N2CCOCC2)cc2c1nc(C)n2Cc1cccc2ccccc12. RXN SMILES: [CH3:1][N:2]([C:3](=[O:4])[c:5]1[cH:6][c:7]([N:26]2[CH2:27][CH2:28][O:29][CH2:30][CH2:31]2)[cH:8][c:9]2[n:10]([CH2:15][c:16]3[cH:17][cH:18][cH:19][c:20]4[cH:21][cH:22][cH:23][cH:24][c:25]34)[c:11]([CH3:14])[n:12][c:13]12)[O:32][CH3:33].[CH3:34][Mg:35][Cl:36].[O:37]1[CH2:38][CH2:39][CH2:40][CH2:41]1>>[C:3](=[O:4])([c:5]1[cH:6][c:7]([N:26]2[CH2:27][CH2:28][O:29][CH2:30][CH2:31]2)[cH:8][c:9]2[n:10]([CH2:15][c:16]3[cH:17][cH:18][cH:19][c:20]4[cH:21][cH:22][cH:23][cH:24][c:25]34)[c:11]([CH3:14])[n:12][c:13]12)[CH3:34]. Reactants: Nitro, C(Cl)Cl.CCOC(=O)C (DCM EtOAc), [N+](=O)([O-])C1=CC(=C(C=C1)C=1SC2=C(N1)C=CC(=C2)OC)C(F)(F)F (2-(4-nitro-2-trifluoromethylphenyl)-6-methoxybenzothiazole), O.O.[Sn](Cl)Cl (tin (II) dichloride dihydrate). The solvent is CCO (EtOH). Yields the product NC1=CC(=C(C=C1)C=1SC2=C(N1)C=CC(=C2)OC)C(F)(F)F (2-(4-Amino-2-trifluoromethylphenyl)-6-methoxybenzothiazole). The yield is 93.0%. RXN SMILES: [N+:1]([C:4]1[CH:9]=[CH:8][C:7]([C:10]2[S:11][C:12]3[CH:18]=[C:17]([O:19][CH3:20])[CH:16]=[CH:15][C:13]=3[N:14]=2)=[C:6]([C:21]([F:24])([F:23])[F:22])[CH:5]=1)([O-])=O.O.O.[Sn](Cl)Cl.C(Cl)Cl.CCOC(C)=O>CCO>[NH2:1][C:4]1[CH:9]=[CH:8][C:7]([C:10]2[S:11][C:12]3[CH:18]=[C:17]([O:19][CH3:20])[CH:16]=[CH:15][C:13]=3[N:14]=2)=[C:6]([C:21]([F:23])([F:24])[F:22])[CH:5]=1 |f:1.2.3,4.5|. Procedure details: Prepared as described in the Nitro Reduction section using 2-(4-nitro-2-trifluoromethylphenyl)-6-methoxybenzothiazole (0.6 g, 1.69 mmol) and tin (II) dichloride dihydrate (3.06 g, 13.56 mmol) in EtOH (35 ml) to give the title compound (0.51 g, 93%) as a colourless solid after work-up and flash chromatography (30:1 DCM/EtOAc). The reactants are CC=1C=CC(=C(C(=O)O)C1)C=1N(C=CN1)C (5-methyl-2-(1-methyl-1H-imidazol-2-yl)benzoic acid), C[C@H]1[C@H](NCCC1)CNC1=NC=C(C=C1)C(F)(F)F (N-(((2S,3R)-3-methylpiperidin-2-yl)methyl)-5-(trifluoromethyl)pyridin-2-amine). Yields the product C[C@H]1[C@H](N(CCC1)C(=O)C1=C(C=CC(=C1)C)C=1N(C=CN1)C)CNC1=NC=C(C=C1)C(F)(F)F (((2S,3R)-3-Methyl-2-(((5-(trifluoromethyl)pyridin-2-yl)amino)methyl)piperidin-1-yl)(5-methyl-2-(1-methyl-1H-imidazol-2-yl)phenyl)methanone). RXN SMILES: [CH3:1][C:2]1[CH:3]=[CH:4][C:5]([C:11]2[N:12]([CH3:16])[CH:13]=[CH:14][N:15]=2)=[C:6]([CH:10]=1)[C:7]([OH:9])=O.[CH3:17][C@@H:18]1[CH2:23][CH2:22][CH2:21][NH:20][C@@H:19]1[CH2:24][NH:25][C:26]1[CH:31]=[CH:30][C:29]([C:32]([F:35])([F:34])[F:33])=[CH:28][N:27]=1>>[CH3:17][C@@H:18]1[CH2:23][CH2:22][CH2:21][N:20]([C:7]([C:6]2[CH:10]=[C:2]([CH3:1])[CH:3]=[CH:4][C:5]=2[C:11]2[N:12]([CH3:16])[CH:13]=[CH:14][N:15]=2)=[O:9])[C@@H:19]1[CH2:24][NH:25][C:26]1[CH:31]=[CH:30][C:29]([C:32]([F:35])([F:33])[F:34])=[CH:28][N:27]=1. Procedure details: The title compound was prepared following the same general protocol as described in Example A1, using 5-methyl-2-(1-methyl-1H-imidazol-2-yl)benzoic acid and N-(((2S,3R)-3-methylpiperidin-2-yl)methyl)-5-(trifluoromethyl)pyridin-2-amine. ESI-MS (m/z): 472 [M+1]+. Starting materials: CCCc1cc(CCC=O)n(-c2ccc(OC(F)(F)F)cc2)n1, Fc1ccccc1N1CCNCC1. Yields the product CCCc1cc(CCCN2CCN(c3ccccc3F)CC2)n(-c2ccc(OC(F)(F)F)cc2)n1. RXN SMILES: [F:1][C:2]([O:3][c:4]1[cH:5][cH:6][c:7](-[n:10]2[n:11][c:12]([CH2:19][CH2:20][CH3:21])[cH:13][c:14]2[CH2:15][CH2:16][CH:17]=[O:18])[cH:8][cH:9]1)([F:22])[F:23].[F:24][c:25]1[c:26]([N:31]2[CH2:32][CH2:33][NH:34][CH2:35][CH2:36]2)[cH:27][cH:28][cH:29][cH:30]1>>[F:1][C:2]([O:3][c:4]1[cH:5][cH:6][c:7](-[n:10]2[n:11][c:12]([CH2:19][CH2:20][CH3:21])[cH:13][c:14]2[CH2:15][CH2:16][CH2:17][N:34]2[CH2:33][CH2:32][N:31]([c:26]3[c:25]([F:24])[cH:30][cH:29][cH:28][cH:27]3)[CH2:36][CH2:35]2)[cH:8][cH:9]1)([F:22])[F:23]. Starting materials: [BH4-], CC(C)O, O=Cc1cccc(-c2nccc(Cl)n2)c1, [Na+]. Yields the product OCc1cccc(-c2nccc(Cl)n2)c1. Reaction SMILES: [BH4-:16].[CH3:18][CH:19]([OH:20])[CH3:21].[Cl:1][c:2]1[n:3][c:4](-[c:8]2[cH:9][c:10]([CH:11]=[O:12])[cH:13][cH:14][cH:15]2)[n:5][cH:6][cH:7]1.[Na+:17]>>[Cl:1][c:2]1[n:3][c:4](-[c:8]2[cH:9][c:10]([CH2:11][OH:12])[cH:13][cH:14][cH:15]2)[n:5][cH:6][cH:7]1. Starting materials: CCOCC, Cc1ccc(CC2CCNCC2)cc1, O=C1COc2cc(NC(=O)C(=O)O)ccc2N1. Product: Cc1ccc(CC2CCN(C(=O)C(=O)Nc3ccc4c(c3)OCC(=O)N4)CC2)cc1. RXN SMILES: [CH2:32]([O:33][CH2:34][CH3:35])[CH3:36].[CH3:18][c:19]1[cH:20][cH:21][c:22]([CH2:23][CH:24]2[CH2:25][CH2:26][NH:27][CH2:28][CH2:29]2)[cH:30][cH:31]1.[O:1]=[C:2]1[CH2:3][O:4][c:5]2[c:6]([cH:8][cH:9][c:10]([NH:12][C:13]([C:14](=[O:15])[OH:16])=[O:17])[cH:11]2)[NH:7]1>>[O:1]=[C:2]1[CH2:3][O:4][c:5]2[c:6]([cH:8][cH:9][c:10]([NH:12][C:13]([C:14](=[O:16])[N:27]3[CH2:26][CH2:25][CH:24]([CH2:23][c:22]4[cH:21][cH:20][c:19]([CH3:18])[cH:31][cH:30]4)[CH2:29][CH2:28]3)=[O:17])[cH:11]2)[NH:7]1.